From a dataset of the Open Reaction Database (ORD), a public repository of structured organic reaction records. describe an organic reaction: reactants, conditions, products, and yield The reactants are C=CC(CC(=O)OCC)c1cnc(C)nc1, B1C2CCCC1CCC2, [Na+], O=C([O-])O, O. Yields the product CCOC(=O)CC(CCO)c1cnc(C)nc1. Reaction SMILES: [CH2:1]([CH3:2])[O:3][C:4]([CH2:5][CH:6]([CH:7]=[CH2:8])[c:9]1[cH:10][n:11][c:12]([CH3:15])[n:13][cH:14]1)=[O:16].[CH:17]12[CH2:18][CH2:19][CH2:20][CH:21]([BH:22]1)[CH2:23][CH2:24][CH2:25]2.[Na+:30].[O-:26][C:27]([OH:28])=[O:29].[OH2:31]>>[CH2:1]([CH3:2])[O:3][C:4]([CH2:5][CH:6]([CH2:7][CH2:8][OH:26])[c:9]1[cH:10][n:11][c:12]([CH3:15])[n:13][cH:14]1)=[O:16]. Starting materials: FC(C1=CC=C(C=C1)C1=CC=C(C=C1)C(C)=NOCCO)(F)F (2-[1-(4'-trifluoromethylbiphenyl-4-yl)ethylideneaminooxy]ethanol), N(=NC(=O)OCC)C(=O)OCC (diethyl azodicarboxylate), OC1=CC=C(CC2C(N(C(S2)=O)C(C2=CC=CC=C2)(C2=CC=CC=C2)C2=CC=CC=C2)=O)C=C1 (5-(4-hydroxybenzyl)-3-tritylthiazolidine-2,4-dione), C1(=CC=CC=C1)P(C1=CC=CC=C1)C1=CC=CC=C1 (triphenylphosphine). Product: FC(C1=CC=C(C=C1)C1=CC=C(C=C1)C(C)=NOCCOC1=CC=C(CC2C(N(C(S2)=O)C(C2=CC=CC=C2)(C2=CC=CC=C2)C2=CC=CC=C2)=O)C=C1)(F)F (5-(4-{2-[1-(4'-Trifluoromethylbiphenyl-4-yl)-ethylideneaminooxy]ethoxy}benzyl)-3-tritylthiazolidine-2,4-dione). The yield is 87.6%. RXN SMILES: [F:1][C:2]([F:23])([F:22])[C:3]1[CH:8]=[CH:7][C:6]([C:9]2[CH:14]=[CH:13][C:12]([C:15](=[N:17][O:18][CH2:19][CH2:20][OH:21])[CH3:16])=[CH:11][CH:10]=2)=[CH:5][CH:4]=1.O[C:25]1[CH:57]=[CH:56][C:28]([CH2:29][CH:30]2[S:34][C:33](=[O:35])[N:32]([C:36]([C:49]3[CH:54]=[CH:53][CH:52]=[CH:51][CH:50]=3)([C:43]3[CH:48]=[CH:47][CH:46]=[CH:45][CH:44]=3)[C:37]3[CH:42]=[CH:41][CH:40]=[CH:39][CH:38]=3)[C:31]2=[O:55])=[CH:27][CH:26]=1.C1(P(C2C=CC=CC=2)C2C=CC=CC=2)C=CC=CC=1.N(C(OCC)=O)=NC(OCC)=O>>[F:1][C:2]([F:22])([F:23])[C:3]1[CH:8]=[CH:7][C:6]([C:9]2[CH:14]=[CH:13][C:12]([C:15](=[N:17][O:18][CH2:19][CH2:20][O:21][C:25]3[CH:57]=[CH:56][C:28]([CH2:29][CH:30]4[S:34][C:33](=[O:35])[N:32]([C:36]([C:49]5[CH:54]=[CH:53][CH:52]=[CH:51][CH:50]=5)([C:43]5[CH:44]=[CH:45][CH:46]=[CH:47][CH:48]=5)[C:37]5[CH:42]=[CH:41][CH:40]=[CH:39][CH:38]=5)[C:31]4=[O:55])=[CH:27][CH:26]=3)[CH3:16])=[CH:11][CH:10]=2)=[CH:5][CH:4]=1. Reported procedure: Following a procedure similar to that described in Example 1(a), but using 647 mg of 2-[1-(4'-trifluoromethylbiphenyl-4-yl)ethylideneaminooxy]ethanol (prepared as described in Preparation 28), 931 mg of 5-(4-hydroxybenzyl)-3-tritylthiazolidine-2,4-dione, 577 mg of triphenylphosphine and 366 mg of diethyl azodicarboxylate, 1.35 g of the title compound were obtained as a foam-like solid. Starting materials: O=C([O-])[O-], COC(=O)c1ccc(S)cc1, CN(C)C=O, [K+], [K+], CS(=O)(=O)OCCCc1ccncc1. Yields the product COC(=O)c1ccc(SCCCc2ccncc2)cc1. As a reaction SMILES: [C:12](=[O:13])([O-:14])[O-:15].[CH3:1][O:2][C:3]([c:4]1[cH:5][cH:6][c:7]([SH:10])[cH:8][cH:9]1)=[O:11].[CH3:32][N:33]([CH3:34])[CH:35]=[O:36].[K+:16].[K+:17].[n:18]1[cH:19][cH:20][c:21]([CH2:24][CH2:25][CH2:26][O:27][S:28]([CH3:29])(=[O:30])=[O:31])[cH:22][cH:23]1>>[CH3:1][O:2][C:3]([c:4]1[cH:5][cH:6][c:7]([S:10][CH2:26][CH2:25][CH2:24][c:21]2[cH:20][cH:19][n:18][cH:23][cH:22]2)[cH:8][cH:9]1)=[O:11].